From a dataset of the Open Reaction Database (ORD), a public repository of structured organic reaction records. describe an organic reaction: reactants, conditions, products, and yield The reactants are [Br-], CCSc1ncc(C(=O)N(C)OC)c(N)n1, [Mg+]c1ccc(Cl)cc1. Yields the product CCSc1ncc(C(=O)c2ccc(Cl)cc2)c(N)n1. As a reaction SMILES: [Br-:17].[CH3:1][O:2][N:3]([C:4](=[O:5])[c:6]1[c:7]([NH2:15])[n:8][c:9]([S:12][CH2:13][CH3:14])[n:10][cH:11]1)[CH3:16].[Cl:18][c:19]1[cH:20][cH:21][c:22]([Mg+:25])[cH:23][cH:24]1>>[C:4](=[O:5])([c:6]1[c:7]([NH2:15])[n:8][c:9]([S:12][CH2:13][CH3:14])[n:10][cH:11]1)[c:22]1[cH:21][cH:20][c:19]([Cl:18])[cH:24][cH:23]1. Reactants: 3L, ice water, C=CCCCCCCCCCC (1-dodecene), C(CCCCCCCCC=C)(=O)O (10-undecenoic acid), [OH-].[K+] (KOH). Solvent: C(C)O (ethanol). Yields the product C#CCCCCCCCCCC (1-Dodecyne). Reaction SMILES: [CH2:1]=[CH:2][CH2:3][CH2:4][CH2:5][CH2:6][CH2:7][CH2:8][CH2:9][CH2:10][CH2:11][CH3:12].C(O)(=O)CCCCCCCCC=C.[OH-].[K+]>C(O)C>[CH:1]#[C:2][CH2:3][CH2:4][CH2:5][CH2:6][CH2:7][CH2:8][CH2:9][CH2:10][CH2:11][CH3:12] |f:2.3|. Procedure: The procedure for the bromination of 1-dodecene was essentially identical to that for 10-undecenoic acid (Step A), and was carried out on a 0.54 mol scale. Dehydrohalogenation was likewise carried out as in Step A using 250 g of 85% KOH (3.78 mol) and heating under reflux for 22 hours in 1.4 L ethanol. The product was isolated by pouring the cooled reaction mixture into 3L of ice-water slush and extracting with ether. The ether layers were washed and dried as before, evaporated, and the residue ... Run in CCO (EtOH). RXN SMILES: Cl[C:2]1[NH:6][C:5]2[CH:7]=[CH:8][C:9]([C:11]([F:14])([F:13])[F:12])=[CH:10][C:4]=2[N:3]=1.[NH2:15][C:16]1[CH:17]=[CH:18][CH:19]=[C:20]2[C:25]=1[N:24]=[CH:23][CH:22]=[CH:21]2>CCO>[F:12][C:11]([F:14])([F:13])[C:9]1[CH:8]=[CH:7][C:5]2[NH:6][C:2]([NH:15][C:16]3[CH:17]=[CH:18][CH:19]=[C:20]4[C:25]=3[N:24]=[CH:23][CH:22]=[CH:21]4)=[N:3][C:4]=2[CH:10]=1. Procedure: A mixture of 2-chloro-5-(trifluoromethyl)-1H-benzo[d]imidazole (66 mg, 0.3 mol, prepared according to the procedure described in WO 2004/035549 A1) and 8-aminoquinoline (29 mg, 0.6 mmol, Aldrich) in EtOH (2 mL) was subjected to microwave irradiation at 170° C. with stirring for 30 min. The reaction mixture was allowed to cool to room temperature, the solvent was removed in vacuo and the residue was purified by silica gel chromatography eluting with 3% MeOH/DCM to give the title compound as an am... The reactants are ClC1=NC2=C(N1)C=CC(=C2)C(F)(F)F (2-chloro-5-(trifluoromethyl)-1H-benzo[d]imidazole), 2004/035549 A1, NC=1C=CC=C2C=CC=NC12 (8-aminoquinoline). The product is FC(C1=CC2=C(NC(=N2)NC=2C=CC=C3C=CC=NC23)C=C1)(F)F (N-(5-(Trifluoromethyl)-1H-benzo[d]imidazol-2-yl)quinolin-8-amine). Conditions: time 30 minute. Reactants: ClC1=C(C=CC(=C1)Cl)C1(OC1)CN1N=CN=C1 (2-(2,4-dichlorophenyl)-2-(1H-1,2,4-triazol-1-ylmethyl)oxirane), CC(CC)N1N=CN(C1=O)C=1C=CC(=NC1)N1CCN(CC1)C1=CC=C(C=C1)O (2-(2-butyl)-4-(2-[4-(4-hydroxyphenyl)piperazin-1-yl]pyridin-5-yl)-1,2,4-triazolin-3-one), C([O-])([O-])=O.[Cs+].[Cs+] (cesium carbonate). Run in CN(C)C=O (DMF). Product: CC(CC)N1N=CN(C1=O)C=1C=CC(=NC1)N1CCN(CC1)C1=CC=C(C=C1)OCC(CN1N=CN=C1)(O)C1=C(C=C(C=C1)Cl)Cl (2-(2-Butyl)-4-(2-[4-(4-[2-(2,4-dichlorophenyl)-2-hydroxy-3-(1H-1,2,4-triazol-1-yl)prop-1-oxy]phenyl)piperazin-1-yl]pyridin-5-yl)-1,2,4-triazolin-3-one). As a reaction SMILES: [Cl:1][C:2]1[CH:7]=[C:6]([Cl:8])[CH:5]=[CH:4][C:3]=1[C:9]1([CH2:12][N:13]2[CH:17]=[N:16][CH:15]=[N:14]2)[CH2:11][O:10]1.[CH3:18][CH:19]([N:22]1[C:26](=[O:27])[N:25]([C:28]2[CH:29]=[CH:30][C:31]([N:34]3[CH2:39][CH2:38][N:37]([C:40]4[CH:45]=[CH:44][C:43]([OH:46])=[CH:42][CH:41]=4)[CH2:36][CH2:35]3)=[N:32][CH:33]=2)[CH:24]=[N:23]1)[CH2:20][CH3:21].C(=O)([O-])[O-].[Cs+].[Cs+]>CN(C=O)C>[CH3:18][CH:19]([N:22]1[C:26](=[O:27])[N:25]([C:28]2[CH:29]=[CH:30][C:31]([N:34]3[CH2:35][CH2:36][N:37]([C:40]4[CH:41]=[CH:42][C:43]([O:46][CH2:11][C:9]([C:3]5[CH:4]=[CH:5][C:6]([Cl:8])=[CH:7][C:2]=5[Cl:1])([OH:10])[CH2:12][N:13]5[CH:17]=[N:16][CH:15]=[N:14]5)=[CH:44][CH:45]=4)[CH2:38][CH2:39]3)=[N:32][CH:33]=2)[CH:24]=[N:23]1)[CH2:20][CH3:21] |f:2.3.4|. Reported procedure: A mixture of 2-(2,4-dichlorophenyl)-2-(1H-1,2,4-triazol-1-ylmethyl)oxirane (0.3 g, 1.1 mmole), 2-(2-butyl)-4-(2-[4-(4-hydroxyphenyl)piperazin-1-yl]pyridin-5-yl)-1,2,4-triazolin-3-one (see Preparation 5) (0.263 g, 0.67 mmole) and cesium carbonate (0.29 g, 0.89 mmole) in DMF (15 ml) was heated at 80° for 6 hours. The solvent was removed by concentration under reduced pressure and the residue was azeotroped with xylene (2×20 ml) under reduced pressure. The resulting material was partitioned between... The reactants are BrC1=C2OC=3C=C(C=CC3C(C2=CC=C1)=O)C(=O)O (5-Bromo-9-oxo-9H-xanthene-3-carboxylic acid), C(C)N(C(=O)C=1C=CC=2CC3=CC=CC=C3OC2C1)CC (9H-xanthene-3-carboxylic acid diethylamide), COC1=C2OC=3C=C(C=CC3C(C2=CC=C1)=O)C(=O)O (5-methoxy-9-oxo-9H-xanthene-3-carboxylic acid), COC1=C2OC=3C=C(C=CC3C(C2=CC=C1)=O)C(=O)O (5-Methoxy-9-oxo-9H-xanthene-3-carboxylic acid). Yields the product C(C)N(C(=O)C=1C=CC=2C(C3=CC=CC(=C3OC2C1)Br)=O)CC (5-Bromo-9-oxo-9H-xanthene-3-carboxylic acid diethylamide). Reaction SMILES: [Br:1][C:2]1[CH:15]=[CH:14][CH:13]=[C:12]2[C:3]=1[O:4][C:5]1[CH:6]=[C:7]([C:17](O)=[O:18])[CH:8]=[CH:9][C:10]=1[C:11]2=[O:16].COC1C=CC=C2C=1OC1C=C(C(O)=O)C=CC=1C2=O.[CH2:40]([N:42](CC)[C:43]([C:45]1C=CC2CC3C(OC=2C=1)=CC=CC=3)=O)[CH3:41]>>[CH2:40]([N:42]([CH2:43][CH3:45])[C:17]([C:7]1[CH:8]=[CH:9][C:10]2[C:11](=[O:16])[C:12]3[C:3]([O:4][C:5]=2[CH:6]=1)=[C:2]([Br:1])[CH:15]=[CH:14][CH:13]=3)=[O:18])[CH3:41]. Reported procedure: Using an adaptation of the method described in Procedure 16, substituting 5-bromo-9-oxo-9H-xanthene-3-carboxylic acid, 3d for 5-methoxy-9-oxo-9H-xanthene-3-carboxylic acid, 3c, title compound 5-bromo-9-oxo&9H-xanthene-3-carboxylic acid diethylamide, 4d was obtained. MS m/z (MH+) 374/375.8. Starting materials: solution, C12CCCC(CCC1)B2 (9-borabicyclo[3.3.1]nonane), C1(CC1)CO[C@H]([C@@H](CC1=CC=C(C=C1)F)C=C)[C@H](C)OCC1=CC=C(C=C1)OC (1-((2S,3R,4S)-3-(cyclopropylmethoxy)-4-((4-methoxybenzyl)oxy)-2-vinylpentyl)-4-fluorobenzene), [O-]P(=O)([O-])[O-].[K+].[K+].[K+] (K3PO4), Br\C=C(\C(=O)OCC1=CC=CC=C1)/NC(=O)OC(C)(C)C ((Z)-benzyl 3-bromo-2-((tert-butoxycarbonyl)amino)acrylate). Reagents/catalysts: C1=CC=C(C=C1)P([C-]2C=CC=C2)C3=CC=CC=C3.C1=CC=C(C=C1)P([C-]2C=CC=C2)C3=CC=CC=C3.Cl[Pd]Cl.[Fe+2] (PdCl2(dppf)). Run in CCOCC (Et2O), C1CCOC1 (THF), C1CCOC1 (THF), CN(C)C=O (DMF). Reaction conditions: time 1 hour. Product: C(C)(C)(C)OC(=O)N\C(\C(=O)OCC1=CC=CC=C1)=C/CC[C@@H]([C@H]([C@H](C)OCC1=CC=C(C=C1)OC)OCC1CC1)CC1=CC=C(C=C1)F ((6R,7R,8S,Z)-benzyl 2-((tert-butoxycarbonyl)amino)-7-(cyclopropylmethoxy)-6-(4-fluorobenzyl)-8-((4-methoxybenzyl)-oxy)non-2-enoate). Yield: 87.8%. RXN SMILES: C12BC(CCC1)CCC2.[CH:10]1([CH2:13][O:14][C@@H:15]([C@@H:27]([O:29][CH2:30][C:31]2[CH:36]=[CH:35][C:34]([O:37][CH3:38])=[CH:33][CH:32]=2)[CH3:28])[C@H:16]([CH:25]=[CH2:26])[CH2:17][C:18]2[CH:23]=[CH:22][C:21]([F:24])=[CH:20][CH:19]=2)[CH2:12][CH2:11]1.[O-]P([O-])([O-])=O.[K+].[K+].[K+].Br/[CH:48]=[C:49](\[NH:60][C:61]([O:63][C:64]([CH3:67])([CH3:66])[CH3:65])=[O:62])/[C:50]([O:52][CH2:53][C:54]1[CH:59]=[CH:58][CH:57]=[CH:56][CH:55]=1)=[O:51]>C1COCC1.CN(C=O)C.CCOCC.C1C=CC(P(C2C=CC=CC=2)[C-]2C=CC=C2)=CC=1.C1C=CC(P(C2C=CC=CC=2)[C-]2C=CC=C2)=CC=1.Cl[Pd]Cl.[Fe+2]>[C:64]([O:63][C:61]([NH:60]/[C:49](=[CH:48]\[CH2:26][CH2:25][C@H:16]([CH2:17][C:18]1[CH:23]=[CH:22][C:21]([F:24])=[CH:20][CH:19]=1)[C@@H:15]([O:14][CH2:13][CH:10]1[CH2:11][CH2:12]1)[C@@H:27]([O:29][CH2:30][C:31]1[CH:36]=[CH:35][C:34]([O:37][CH3:38])=[CH:33][CH:32]=1)[CH3:28])/[C:50]([O:52][CH2:53][C:54]1[CH:59]=[CH:58][CH:57]=[CH:56][CH:55]=1)=[O:51])=[O:62])([CH3:67])([CH3:66])[CH3:65] |f:2.3.4.5,10.11.12.13|. Procedure: A 0.5 M solution of 9-borabicyclo[3.3.1]nonane in anhydrous THF (7.0 mL, 3.50 mmol) was added to a solution of 1-((2S,3R,4S)-3-(cyclopropylmethoxy)-4-((4-methoxybenzyl)oxy)-2-vinylpentyl)-4-fluorobenzene (960 milligrams (mg), 2.409 mmol) in anhydrous THF (5 mL) at 0° C. The resulting solution was warmed to room temperature and stirred for 1 h, then heated to 50° C. for 2 h. The reaction was cooled to room temperature, a solution of K3PO4 (3 M aqueous, 1.61 mL, 4.82 mmol) was added, and the react... Reactants: CCOC(C)=O, CC[N+](CC)(CC)Cc1ccccc1, CC(C)(C)O, [Cl-], [O-][I+3]([O-])([O-])[O-], [Na+], C1COCCO1, O, O, O=[Os](=O)(=O)=O, N#Cc1ccc(OCc2c(-c3ccccn3)noc2C=Cc2ccccc2)nc1. Yields the product N#Cc1ccc(OCc2c(-c3ccccn3)noc2C=O)nc1. RXN SMILES: [C:37]([O:38][CH2:39][CH3:40])(=[O:41])[CH3:42].[CH2:49]([N+:50]([CH2:51][CH3:52])([CH2:53][CH3:54])[CH2:55][CH3:56])[c:57]1[cH:58][cH:59][cH:60][cH:61][cH:62]1.[CH3:43][C:44]([OH:45])([CH3:46])[CH3:47].[Cl-:48].[I+3:30]([O-:31])([O-:32])([O-:33])[O-:34].[Na+:35].[O:63]1[CH2:64][CH2:65][O:66][CH2:67][CH2:68]1.[OH2:36].[OH2:69].[Os:70](=[O:71])(=[O:72])(=[O:73])=[O:74].[n:1]1[c:2](-[c:7]2[n:8][o:9][c:10]([CH:22]=[CH:23][c:24]3[cH:25][cH:26][cH:27][cH:28][cH:29]3)[c:11]2[CH2:12][O:13][c:14]2[n:15][cH:16][c:17]([C:18]#[N:19])[cH:20][cH:21]2)[cH:3][cH:4][cH:5][cH:6]1>>[n:1]1[c:2](-[c:7]2[n:8][o:9][c:10]([CH:22]=[O:31])[c:11]2[CH2:12][O:13][c:14]2[n:15][cH:16][c:17]([C:18]#[N:19])[cH:20][cH:21]2)[cH:3][cH:4][cH:5][cH:6]1. Reactants: ClC=1C=C(OC(C)C2=C(C(=O)OC)C=CC=C2)C=CC1 (methyl 2-[1-(3-chlorophenoxy)ethyl]benzoate), [H-].[Al+3].[Li+].[H-].[H-].[H-] (lithium aluminium hydride), O (water). The solvent is C1CCOC1 (THF), C1CCOC1 (THF). Reaction conditions: temperature 0 celsius, time 30 minute. The product is ClC=1C=C(OC(C)C2=C(CO)C=CC=C2)C=CC1 (2-[1-(3-chlorophenoxy)ethyl]benzyl alcohol). Isolated yield 85.0%. Reaction SMILES: [Cl:1][C:2]1[CH:3]=[C:4]([CH:18]=[CH:19][CH:20]=1)[O:5][CH:6]([C:8]1[CH:17]=[CH:16][CH:15]=[CH:14][C:9]=1[C:10](OC)=[O:11])[CH3:7].[H-].[Al+3].[Li+].[H-].[H-].[H-].O>C1COCC1>[Cl:1][C:2]1[CH:3]=[C:4]([CH:18]=[CH:19][CH:20]=1)[O:5][CH:6]([C:8]1[CH:17]=[CH:16][CH:15]=[CH:14][C:9]=1[CH2:10][OH:11])[CH3:7] |f:1.2.3.4.5.6|. Procedure details: A solution of the crude methyl 2-[1-(3-chlorophenoxy)ethyl]benzoate described above (14.8 g) in THF (50 ml) was added dropwise to a stirred suspension of lithium aluminium hydride (1.93 g) in THF (70 ml) cooled to 0°-5° C. Following the addition, the reaction mixture was stirred at about 0° C. for 30 minutes, then at room temperature for 2 hours. It was poured carefully into water and was extracted with ether. The extracts were washed successively with water (×2) and brine, then dried and concen... Reactants: C([O-])(O)=O.[Na+] (sodium bicarbonate), FC=1C=CC(=C(C1)C1=NN=C(C2=CC=CC=C12)NC1=CC=C(OC2=CC=NC3=CC(=CC=C23)C#N)C=C1)OC (4-(4-(4-(5-fluoro-2-methoxyphenyl)phthalazin-1-ylamino)phenoxy)quinoline-7-carbonitrile), [OH-].[Na+] (NaOH). The solvent is S(O)(O)(=O)=O (sulfuric acid). Conditions: time 1 hour. Product: FC=1C=CC(=C(C1)C1=NN=C(C2=CC=CC=C12)NC1=CC=C(OC2=CC=NC3=CC(=CC=C23)C(=O)N)C=C1)OC (4-(4-(4-(5-fluoro-2-methoxyphenyl)phthalazin-1-ylamino)phenoxy)quinoline-7-carboxamide). Reaction SMILES: [F:1][C:2]1[CH:3]=[CH:4][C:5]([O:38][CH3:39])=[C:6]([C:8]2[C:17]3[C:12](=[CH:13][CH:14]=[CH:15][CH:16]=3)[C:11]([NH:18][C:19]3[CH:37]=[CH:36][C:22]([O:23][C:24]4[C:33]5[C:28](=[CH:29][C:30]([C:34]#[N:35])=[CH:31][CH:32]=5)[N:27]=[CH:26][CH:25]=4)=[CH:21][CH:20]=3)=[N:10][N:9]=2)[CH:7]=1.C(=O)(O)[O-:41].[Na+].[OH-].[Na+]>S(=O)(=O)(O)O>[F:1][C:2]1[CH:3]=[CH:4][C:5]([O:38][CH3:39])=[C:6]([C:8]2[C:17]3[C:12](=[CH:13][CH:14]=[CH:15][CH:16]=3)[C:11]([NH:18][C:19]3[CH:37]=[CH:36][C:22]([O:23][C:24]4[C:33]5[C:28](=[CH:29][C:30]([C:34]([NH2:35])=[O:41])=[CH:31][CH:32]=5)[N:27]=[CH:26][CH:25]=4)=[CH:21][CH:20]=3)=[N:10][N:9]=2)[CH:7]=1 |f:1.2,3.4|. Procedure: A sealed tube was charged with 4-(4-(4-(5-fluoro-2-methoxyphenyl)phthalazin-1-ylamino)phenoxy)quinoline-7-carbonitrile (150 mg, 0.529 mmol) in neat concentrated sulfuric acid (3 mL). The tube was sealed and placed in a preheated oil bath at 80° C. for 1 h, at which point the reaction was determined complete by LCMS. The reaction was cooled to RT and added drop-wise to sat. sodium bicarbonate in an ice bath. Neutralized the mixture with 2N NaOH to a pH of 7 and extracted with ethyl acetate (3×). ... Starting materials: C(C)(C)(C)OC(=O)N1[C@@H](C[C@H](C1)OS(=O)(=O)C)CN1C(C=2C(C1=O)=CC=CC2)=O ((2S,4R)-1-t-butoxycarbonyl-2-phthalimidomethyl-4-methanesulfonyloxypyrrolidine), C(C)(=S)[O-].[K+] (potassium thioacetate), C(C)(=O)OCC (ethyl acetate), Cl (hydrochloric acid). Solvent: CN(C=O)C (dimethylformamide). Reaction conditions: temperature 60 celsius, time 3.5 hour. The product is C(C)(C)(C)OC(=O)N1[C@@H](C[C@@H](C1)SC(C)=O)CN1C(C=2C(C1=O)=CC=CC2)=O ((2S,4S)-1-t-butoxycarbonyl-2-phthalimidomethyl-4-acetylthiopyrrolidine). Yield: 74.2%. RXN SMILES: [C:1]([O:5][C:6]([N:8]1[CH2:12][C@H:11](OS(C)(=O)=O)[CH2:10][C@H:9]1[CH2:18][N:19]1[C:23](=[O:24])[C:22]2=[CH:25][CH:26]=[CH:27][CH:28]=[C:21]2[C:20]1=[O:29])=[O:7])([CH3:4])([CH3:3])[CH3:2].[C:30]([O-:33])(=[S:32])[CH3:31].[K+].C(OCC)(=O)C.Cl>CN(C)C=O>[C:1]([O:5][C:6]([N:8]1[CH2:12][C@@H:11]([S:32][C:30](=[O:33])[CH3:31])[CH2:10][C@H:9]1[CH2:18][N:19]1[C:20](=[O:29])[C:21]2=[CH:28][CH:27]=[CH:26][CH:25]=[C:22]2[C:23]1=[O:24])=[O:7])([CH3:4])([CH3:2])[CH3:3] |f:1.2|. Reported procedure: To a solution of (2S,4R)-1-t-butoxycarbonyl-2-phthalimidomethyl-4-methanesulfonyloxypyrrolidine (3 g) in dimethylformamide (30 ml), potassium thioacetate (1.65 g) is added. The mixture is stirred at 60° C. for 3.5 hours. The reaction mixture is poured into a mixture of ethyl acetate and dilute hydrochloric acid. The organic layer is taken, washed with water, dried over sodium sulfate, and concentrated in vacuo. The residue is purified by silica gel column chromatography to give (2S,4S)-1-t-butox...